Dataset: the Open Reaction Database (ORD), a public repository of structured organic reaction records. Task: describe an organic reaction: reactants, conditions, products, and yield Reactants: ClC1=CC(=NC=N1)OC(C(C)(O)C)C (3-(6-chloro-4-pyrimidyloxy)-2-methyl-2-butanol), [H-].[Na+] (sodium hydride), [Cl-].[NH4+] (ammonium chloride), solution, C(C#CCC)O (2-pentyn-1-ol). The solvent is O1CCCC1 (tetrahydrofuran), O1CCCC1 (tetrahydrofuran). Run at time 10 minute. Yields the product C(C#CCC)OC1=NC=NC(=C1)OC(C(C)(C)O)C (4-(2-pentynyloxy)-6-(2-hydroxy-1,2-dimethylpropyloxy)pyrimidine). Reaction SMILES: [H-].[Na+].[CH2:3]([OH:8])[C:4]#[C:5][CH2:6][CH3:7].Cl[C:10]1[N:15]=[CH:14][N:13]=[C:12]([O:16][CH:17]([CH3:22])[C:18]([CH3:21])([OH:20])[CH3:19])[CH:11]=1.[Cl-].[NH4+]>O1CCCC1>[CH2:3]([O:8][C:10]1[CH:11]=[C:12]([O:16][CH:17]([CH3:22])[C:18]([OH:20])([CH3:19])[CH3:21])[N:13]=[CH:14][N:15]=1)[C:4]#[C:5][CH2:6][CH3:7] |f:0.1,4.5|. Procedure details: In 3 ml of tetrahydrofuran was suspended 0.17 g of sodium hydride (60% in oil), to which 0.4 ml of a solution containing 0.17 g of 2-pentyn-1-ol was added dropwise at 0° C., followed by stirring for 10 minutes. To this was added dropwise 0.4 ml of tetrahydrofuran containing 0.37 g of 3-(6-chloro-4-pyrimidyloxy)-2-methyl-2-butanol dissolved therein, followed by stirring at the same temperature for 1 hour and at room temperature for 4 hours. The reaction mixture was then poured into a saturated aq...